Dataset: the Open Reaction Database (ORD), a public repository of structured organic reaction records. Task: describe an organic reaction: reactants, conditions, products, and yield The reactants are CS(=O)(=O)C1=NC=CC(=N1)N1C=CC2=CC=CC=C12 (2-methanesulfonyl-4-[indol-1-yl]pyrimidine), C(C1=CC=CC=C1)OC(=O)N1C(CN(CC1)C(=O)OC(C)(C)C)C(C)N (1-benzyloxycarbonyl-2-(1-aminoethyl)-4-tert-butyloxycarbonylpiperazine). Product: C(C1=CC=CC=C1)OC(=O)N1C(CN(CC1)C(=O)OC(C)(C)C)C(C)NC1=NC=CC(=N1)N1C=CC2=CC=CC=C12 (2-[1-(1-(Benzyloxycarbonyl)-4-(tert-butyloxycarbonyl)-piperazine-2-yl)ethylamino]-4-(indol-1-yl)pyrimidine). Reaction SMILES: CS([C:5]1[N:10]=[C:9]([N:11]2[C:19]3[C:14](=[CH:15][CH:16]=[CH:17][CH:18]=3)[CH:13]=[CH:12]2)[CH:8]=[CH:7][N:6]=1)(=O)=O.[CH2:20]([O:27][C:28]([N:30]1[CH2:35][CH2:34][N:33]([C:36]([O:38][C:39]([CH3:42])([CH3:41])[CH3:40])=[O:37])[CH2:32][CH:31]1[CH:43]([NH2:45])[CH3:44])=[O:29])[C:21]1[CH:26]=[CH:25][CH:24]=[CH:23][CH:22]=1>>[CH2:20]([O:27][C:28]([N:30]1[CH2:35][CH2:34][N:33]([C:36]([O:38][C:39]([CH3:40])([CH3:41])[CH3:42])=[O:37])[CH2:32][CH:31]1[CH:43]([NH:45][C:5]1[N:10]=[C:9]([N:11]2[C:19]3[C:14](=[CH:15][CH:16]=[CH:17][CH:18]=3)[CH:13]=[CH:12]2)[CH:8]=[CH:7][N:6]=1)[CH3:44])=[O:29])[C:21]1[CH:22]=[CH:23][CH:24]=[CH:25][CH:26]=1. Reported procedure: The title compound was prepared from 2-methanesulfonyl-4-[indol-1-yl]pyrimidine (125 mg) and 1-benzyloxycarbonyl-2-(1-aminoethyl)-4-tert-butyloxycarbonylpiperazine (EXAMPLE 28; 166 mg) according to the procedure described in EXAMPLE 14, Step E. Mass spectrum (ESI) 557.3 (M+1). Starting materials: COC1(c2ccc(Cl)c(Cc3ccc(OCCOC4CC4)cc3)c2)OC(CO)(CO)C(OCc2ccccc2)C(OCc2ccccc2)C1OCc1ccccc1, ClCCl, O=C(O)C(F)(F)F. The product is OCC12COC(c3ccc(Cl)c(Cc4ccc(OCCOC5CC5)cc4)c3)(O1)C(OCc1ccccc1)C(OCc1ccccc1)C2OCc1ccccc1. Reaction SMILES: [CH2:1]([c:2]1[cH:3][cH:4][cH:5][cH:6][cH:7]1)[O:8][CH:9]1[C:10]([CH2:54][OH:55])([CH2:56][OH:57])[O:11][C:12]([O:31][CH3:32])([c:33]2[cH:34][c:35]([CH2:40][c:41]3[cH:42][cH:43][c:44]([O:47][CH2:48][CH2:49][O:50][CH:51]4[CH2:52][CH2:53]4)[cH:45][cH:46]3)[c:36]([Cl:39])[cH:37][cH:38]2)[CH:13]([O:23][CH2:24][c:25]2[cH:26][cH:27][cH:28][cH:29][cH:30]2)[CH:14]1[O:15][CH2:16][c:17]1[cH:18][cH:19][cH:20][cH:21][cH:22]1.[CH2:65]([Cl:66])[Cl:67].[OH:58][C:59]([C:60]([F:61])([F:62])[F:63])=[O:64]>>[CH2:1]([c:2]1[cH:3][cH:4][cH:5][cH:6][cH:7]1)[O:8][CH:9]1[C:10]2([CH2:54][OH:55])[O:11][C:12]([c:33]3[cH:34][c:35]([CH2:40][c:41]4[cH:42][cH:43][c:44]([O:47][CH2:48][CH2:49][O:50][CH:51]5[CH2:52][CH2:53]5)[cH:45][cH:46]4)[c:36]([Cl:39])[cH:37][cH:38]3)([CH:13]([O:23][CH2:24][c:25]3[cH:26][cH:27][cH:28][cH:29][cH:30]3)[CH:14]1[O:15][CH2:16][c:17]1[cH:18][cH:19][cH:20][cH:21][cH:22]1)[O:31][CH2:32]2. The reactants are CN(C)C=O, Cc1cn(N=Cc2cccnc2)c(=O)[nH]1, N#CCCl, [H-], [Na+]. Product: Cc1cn(N=Cc2cccnc2)c(=O)n1CC#N. As a reaction SMILES: [CH3:22][N:23]([CH3:24])[CH:25]=[O:26].[CH3:3][c:4]1[nH:5][c:6](=[O:17])[n:7]([N:9]=[CH:10][c:11]2[cH:12][n:13][cH:14][cH:15][cH:16]2)[cH:8]1.[Cl:18][CH2:19][C:20]#[N:21].[H-:1].[Na+:2]>>[CH3:3][c:4]1[n:5]([CH2:19][C:20]#[N:21])[c:6](=[O:17])[n:7]([N:9]=[CH:10][c:11]2[cH:12][n:13][cH:14][cH:15][cH:16]2)[cH:8]1. Product: [Cl-].[Na+].C([C@@H](O)[C@@H](O)[C@H](O)[C@H](O)CO)O (Sodium chloride mannitol). Reported procedure: 10 parts by weight sodium chloride, 7.5 parts by weight mannitol, 8.0 parts by weight Polywax 5/6000, 2.5 parts by weight Kollidon VA 64 and 2.0 parts by weight sodium alginate are dissolved in warm water and sprayed in the form of a 30% solution, at a pressure of 3.0 atmospheres, through an injection needle (No. 12) into liquid nitrogen. The frozen, readily flowable granulate obtained, with a water content of 70% by weight, is tabletted in the form of ice at -20 to -25° C in a pre-cooled tablet... As a reaction SMILES: [Cl-:1].[Na+:2].[CH2:3]([OH:14])[C@H:4]([C@H:6]([C@@H:8]([C@@H:10]([CH2:12][OH:13])[OH:11])[OH:9])[OH:7])[OH:5]>O>[Cl-:1].[Na+:2].[CH2:12]([OH:13])[C@H:10]([C@H:8]([C@@H:6]([C@@H:4]([CH2:3][OH:14])[OH:5])[OH:7])[OH:9])[OH:11] |f:0.1,4.5.6|. Starting materials: [Cl-].[Na+] (sodium chloride), C([C@@H](O)[C@@H](O)[C@H](O)[C@H](O)CO)O (mannitol), Kollidon VA 64, sodium alginate, solution. The solvent is O (water), O (water). Reaction SMILES: [C:1]([NH2:2])(=[O:3])[c:4]1[c:5]([C:21]([O:23][CH3:22])=[O:24])[cH:6][c:7]([O:8][c:9]2[cH:10][cH:11][c:12]3[c:13]([cH:18]2)[CH2:14][O:15][B:16]3[OH:17])[cH:19][cH:20]1.[CH3:28][OH:29].[ClH:27].[Na+:26].[OH-:25]>>[C:1]1(=[O:3])[NH:2][C:21](=[O:23])[c:5]2[c:4]1[cH:20][cH:19][c:7]([O:8][c:9]1[cH:10][cH:11][c:12]3[c:13]([cH:18]1)[CH2:14][O:15][B:16]3[OH:17])[cH:6]2. Product: O=C1NC(=O)c2cc(Oc3ccc4c(c3)COB4O)ccc21. Starting materials: COC(=O)c1cc(Oc2ccc3c(c2)COB3O)ccc1C(N)=O, CO, Cl, [Na+], [OH-]. Product: N(=[N+]=[N-])[C@H]1C=C[C@H](C1)OCC(=O)OC(C)(C)C (2-[[(1S-cis)-4-azido-2-cyclopenten-1-yl]oxy]acetic acid, 1,1-dimethylethyl ester). Reactants: BrCC(=O)OC(C)(C)C (tert-butyl bromoacetate), O (Water), N(=[N+]=[N-])[C@H]1C=C[C@H](C1)O ((1S-cis)-4-Azido-2-cyclopenten-1-ol), [H-].[Na+] (sodium hydride), suspension. Reported procedure: (1S-cis)-4-Azido-2-cyclopenten-1-ol (3.4 g) (prepared as described by D. R. Deardorff et al., J. Org. Chem, 1989, 54, 2759) in tetrahydrofuran (60 ml) was added dropwise to a suspension of sodium hydride (1.1 g. of a 60% suspension in oil) in tetrahydrofuran (60 ml) at 0° C. On completion of the addition the mixture was allowed to warm to ambient temperature the added dropwise to a solution of tert-butyl bromoacetate (10.1 ml) in tetrahydrofuran (60 ml) at 0° C. Water (200 ml) was added and the ... Solvent: O1CCCC1 (tetrahydrofuran), O1CCCC1 (tetrahydrofuran), O1CCCC1 (tetrahydrofuran). As a reaction SMILES: [N:1]([C@@H:4]1[CH2:8][C@H:7]([OH:9])[CH:6]=[CH:5]1)=[N+:2]=[N-:3].[H-].[Na+].Br[CH2:13][C:14]([O:16][C:17]([CH3:20])([CH3:19])[CH3:18])=[O:15].O>O1CCCC1>[N:1]([C@@H:4]1[CH2:8][C@H:7]([O:9][CH2:13][C:14]([O:16][C:17]([CH3:20])([CH3:19])[CH3:18])=[O:15])[CH:6]=[CH:5]1)=[N+:2]=[N-:3] |f:1.2|.